Dataset: the Open Reaction Database (ORD), a public repository of structured organic reaction records. Task: describe an organic reaction: reactants, conditions, products, and yield The reactants are ClC1=CC=2N(C=C1)C=CN2 (7-Chloro-imidazo-[1,2-a]-pyridine), C1CC(=O)N(C1=O)Br (NBS). Run in CN(C)C=O (DMF), CCOC(=O)C (EtOAc). Reaction conditions: temperature 0 celsius, time 1 hour. Yields the product BrC1=CN=C2N1C=CC(=C2)Cl (3-bromo-7-chloro-imidazo-[1,2-a]-pyridine). Reaction SMILES: [Cl:1][C:2]1[CH:7]=[CH:6][N:5]2[CH:8]=[CH:9][N:10]=[C:4]2[CH:3]=1.C1C(=O)N([Br:18])C(=O)C1>CN(C=O)C.CCOC(C)=O>[Br:18][C:8]1[N:5]2[CH:6]=[CH:7][C:2]([Cl:1])=[CH:3][C:4]2=[N:10][CH:9]=1. Procedure details: 7-Chloro-imidazo-[1,2-a]-pyridine (1 eq, 38.9 mmol, 5.93 g) is dissolved in DMF (20 ml) at 0° C. and NBS (1.1 eq, 42.8 mmol, 7.61 g) is added. The reaction mixture is stirred for 1 h at 0° C. and is diluted with EtOAc. The reaction mixture is washed with NaHCO3 and brine, dried over MgSO4, filtered and evaporated. The product is purified by flash column chromatography eluting with 8:2 DCM/MeOH to afford 3-bromo-7-chloro-imidazo-[1,2-a]-pyridine as a brown solid; [M+H]+=232 Reactants: Cl.COC=1C=C(C=CC1)NN (3-methoxyphenylhydrazine hydrochloride), C(C)(C)(C)SCC(CC(C(=O)OC)(C)C)=O (methyl 5-(t-butylthio)-2,2-dimethyl-4-oxopentanoate), C(C)(C)(C)O (t-butanol). Run at time 30 minute. Product: CC(C(C(=O)O)(C)C)C=1NC2=CC(=CC=C2C1SC(C)(C)C)OC (Methyl 3-[6-methoxy-3-(t-butylthio) indol-2-yl]-2,2-dimethylpropanoic acid). RXN SMILES: Cl.[CH3:2][O:3][C:4]1[CH:5]=[C:6]([NH:10]N)[CH:7]=[CH:8][CH:9]=1.[C:12]([S:16][CH2:17][C:18](=O)[CH2:19][C:20]([CH3:26])([CH3:25])[C:21]([O:23]C)=[O:22])([CH3:15])([CH3:14])[CH3:13].[C:28](O)(C)(C)C>>[CH3:28][CH:19]([C:18]1[NH:10][C:6]2[C:7]([C:17]=1[S:16][C:12]([CH3:15])([CH3:14])[CH3:13])=[CH:8][CH:9]=[C:4]([O:3][CH3:2])[CH:5]=2)[C:20]([CH3:26])([CH3:25])[C:21]([OH:23])=[O:22] |f:0.1|. Procedure: A mixture of 4.2 g of 3-methoxyphenylhydrazine hydrochloride and 4.9 g of methyl 5-(t-butylthio)-2,2-dimethyl-4-oxopentanoate in 100 mL of t-butanol was refluxed for 18 hours. The mixture was cooled to R.T., and evaporated to dryness. The residue was suspended in ether (150 ml) and stirred for 30 min. The salts were filtered and the filtrate evaporated to dryness to give a residue which was chromatographed on flash silica gel using as eluant ethyl acetate:toluene (1:99) to isolate the title comp... Solvent: C(C)#N (acetonitrile). The yield is 76.1%. Procedure details: The product of step (iii) (3.5 g) was dissolved in acetonitrile (70 ml) and treated with a 1:1 hydrofluoric acid-pyridine complex (20 ml). After 3 hours the mixture was quenched with saturated aqueous sodium carbonate solution (100 ml) and the product extracted into ethyl acetate. The organic phase was collected, dried over magnesium sulphate and the solvent was removed under reduced pressure. The residue was purified by flash silica-gel chromatography eluting with chloroform-methanol mixtures t... Reactants: O(C1=CC=CC=C1)C=1C=C(C=CC1)CC=1C(NC(N([C@H]2[C@H](O[Si](C)(C)C(C)(C)C)[C@H](O[Si](C)(C)C(C)(C)C)[C@@H](CO[Si](C)(C)C(C)(C)C)O2)C1)=O)=S (5-((3-Phenoxy)phenylmethyl)-2',3',5'-tris-O-((1,1-dimethylethyl)dimethylsilyl)-4-thiouridine). The product is O(C1=CC=CC=C1)C=1C=C(C=CC1)CC=1C(NC(N([C@H]2[C@H](O)[C@H](O)[C@@H](CO)O2)C1)=O)=S (5-((3-phenoxy)phenylmethyl)-4-thiouridine). RXN SMILES: [O:1]([C:8]1[CH:9]=[C:10]([CH2:14][C:15]2[C:16](=[S:52])[NH:17][C:18](=[O:51])[N:19]([CH:50]=2)[C@@H:20]2[O:49][C@H:39]([CH2:40][O:41][Si](C(C)(C)C)(C)C)[C@@H:30]([O:31][Si](C(C)(C)C)(C)C)[C@H:21]2[O:22][Si](C(C)(C)C)(C)C)[CH:11]=[CH:12][CH:13]=1)[C:2]1[CH:7]=[CH:6][CH:5]=[CH:4][CH:3]=1>C(#N)C>[O:1]([C:8]1[CH:9]=[C:10]([CH2:14][C:15]2[C:16](=[S:52])[NH:17][C:18](=[O:51])[N:19]([CH:50]=2)[C@@H:20]2[O:49][C@H:39]([CH2:40][OH:41])[C@@H:30]([OH:31])[C@H:21]2[OH:22])[CH:11]=[CH:12][CH:13]=1)[C:2]1[CH:7]=[CH:6][CH:5]=[CH:4][CH:3]=1. Yield: 84.0%. Product: C(C)C=1C=C(C(=NC1C)OC)NC(=S)N1CCN(CC1)C1=CC(=CC(=C1)Cl)Cl (1-[(5-ethyl-2-methoxy-6-methylpyridin-3-yl)aminothiocarbonyl]-4-(3,5-dichlorophenyl)piperazine). As a reaction SMILES: C1(O[C:8](=[S:21])[NH:9][C:10]2[C:11]([O:19][CH3:20])=[N:12][C:13]([CH3:18])=[C:14]([CH2:16][CH3:17])[CH:15]=2)C=CC=CC=1.[Cl:22][C:23]1[CH:24]=[C:25]([N:30]2[CH2:35][CH2:34][NH:33][CH2:32][CH2:31]2)[CH:26]=[C:27]([Cl:29])[CH:28]=1>>[CH2:16]([C:14]1[CH:15]=[C:10]([NH:9][C:8]([N:33]2[CH2:32][CH2:31][N:30]([C:25]3[CH:24]=[C:23]([Cl:22])[CH:28]=[C:27]([Cl:29])[CH:26]=3)[CH2:35][CH2:34]2)=[S:21])[C:11]([O:19][CH3:20])=[N:12][C:13]=1[CH3:18])[CH3:17]. Reactants: C1(=CC=CC=C1)OC(NC=1C(=NC(=C(C1)CC)C)OC)=S (Phenyl-N-(5-ethyl-2-methoxy-6-methylpyridin-3-yl)thiocarbamate), ClC=1C=C(C=C(C1)Cl)N1CCNCC1 (1-(3,5-dichlorophenyl)piperazine). Procedure details: Phenyl-N-(5-ethyl-2-methoxy-6-methylpyridin-3-yl)thiocarbamate and 1-(3,5-dichlorophenyl)piperazine were reacted by the same way with the example 1 to obtain the titled compound. The reactants are N=1C(=CN2C1C=CC=C2)CO (imidazo[1,2-a]pyridin-2-ylmethanol), O (H2O). Reagents/catalysts: [O-2].[Mn+4].[O-2] (manganese (IV) oxide). The solvent is CCO (EtOH). The product is N=1C(=CN2C1C=CC=C2)C=O (Imidazo[1,2-a]pyridine-2-carbaldehyde). The yield is 15.4%. RXN SMILES: [N:1]1[C:2]([CH2:10][OH:11])=[CH:3][N:4]2[CH:9]=[CH:8][CH:7]=[CH:6][C:5]=12.O>CCO.[O-2].[Mn+4].[O-2]>[N:1]1[C:2]([CH:10]=[O:11])=[CH:3][N:4]2[CH:9]=[CH:8][CH:7]=[CH:6][C:5]=12 |f:3.4.5|. Reported procedure: To a solution of imidazo[1,2-a]pyridin-2-ylmethanol (3.0 g, 20 mmol) in EtOH (50 mL) was added manganese (IV) oxide (8.8 g, 100 mmol). The mixture was refluxed for 2 days. After cooling to room temperature, the mixture was filtered through Celite, and the filtrate was concentrated. The residue was purified by reverse phase column chromatography (eluting with acetonitrile in water 25% v/v, with 0.01% NH3. H2O) to afford the title compound (0.45 g, 15% yield) as a yellow solid. ESI MS: m/z 147 [M+... The reactants are CO, CON=C(C(=O)OC)c1nsc(N)n1, Cl, NO, O. Yields the product COC(=O)C(=NO)c1nsc(N)n1. Reaction SMILES: [CH3:18][OH:19].[CH3:1][O:2][C:3]([C:4](=[N:5][O:6][CH3:7])[c:8]1[n:9][s:10][c:11]([NH2:13])[n:12]1)=[O:14].[ClH:17].[NH2:15][OH:16].[OH2:20]>>[CH3:1][O:2][C:3]([C:4](=[N:5][OH:6])[c:8]1[n:9][s:10][c:11]([NH2:13])[n:12]1)=[O:14]. Starting materials: CN1N=C(C2=CC=CC=C12)C(=O)O (1-methyl-indazole-3-carboxylic acid), S(=O)(Cl)Cl (thionyl chloride). Conditions: time 1 hour. The reagents and catalysts are CN(C=O)C (dimethylformamide). Run in CCOCC (ether). As a reaction SMILES: [CH3:1][N:2]1[C:10]2[C:5](=[CH:6][CH:7]=[CH:8][CH:9]=2)[C:4]([C:11]([OH:13])=O)=[N:3]1.S(Cl)([Cl:16])=O>CCOCC.CN(C)C=O>[CH3:1][N:2]1[C:10]2[C:5](=[CH:6][CH:7]=[CH:8][CH:9]=2)[C:4]([C:11]([Cl:16])=[O:13])=[N:3]1. Procedure details: A stirred suspension of 1-methyl-indazole-3-carboxylic acid (0.68 g, 3.86 mol) in anhydrous ether (50 ml) was treated with thionyl chloride (0.28 ml, 3.84 mol) and a few drops of dimethylformamide. After stirring for one hour the solid dissolved. The solvent was evaporated to give 1-methyl-indazole-3-carbonyl chloride as a yellow solid (0.75 g, 100%). Isolated yield 0.1%. The product is CN1N=C(C2=CC=CC=C12)C(=O)Cl (1-methyl-indazole-3-carbonyl chloride). As a reaction SMILES: [CH3:1][CH:2]([OH:7])[CH2:3][CH:4]([OH:6])[CH3:5].[Si:8](Cl)([C:11]([CH3:14])([CH3:13])[CH3:12])([CH3:10])[CH3:9].N1C=CN=C1>CN(C)C=O.CCOCC>[Si:8]([O:6][CH:4]([CH3:5])[CH2:3][CH:2]([OH:7])[CH3:1])([C:11]([CH3:14])([CH3:13])[CH3:12])([CH3:10])[CH3:9]. Isolated yield 56.9%. Yields the product [Si](C)(C)(C(C)(C)C)OC(CC(C)O)C (4-(t-Butyldimethylsilyloxy)-2-hydroxypentane). Procedure: To a solution of 1.00 g (9.60 mmol) 2,4-pentanediol in 9 mL dimethylformamide was added 1.52 g (10.1 mmol) t-butyldimethylsilyl chloride and 915 mg (13.4 mmol) imidazole. The solution was stirred for 12 hrs, diluted in 100 mL of ether, and washed 5×, each with 2 mL water. The organic phase was dried over MgSO4, filtered, and concentrated. Chromatography on a 2×18 cm column, packed with hexane and eluted with 100 mL each of 5%, 10%, and 25% ethyl acetate/hexane provided 1.192 g of a clear colorle... Run at time 12 hour. Starting materials: CC(CC(C)O)O (2,4-pentanediol), [Si](C)(C)(C(C)(C)C)Cl (t-butyldimethylsilyl chloride), N1C=NC=C1 (imidazole). The solvent is CN(C=O)C (dimethylformamide), CCOCC (ether). Starting materials: CCCCc1nc(C(=O)OCC)c(Cl)n1C1CCc2cc(-c3ccccc3-c3nnn[nH]3)ccc21, CCO, [Na+], [OH-]. Yields the product CCCCc1nc(C(=O)O)c(Cl)n1C1CCc2cc(-c3ccccc3-c3nnn[nH]3)ccc21. As a reaction SMILES: [CH2:1]([CH3:2])[O:3][C:4](=[O:5])[c:6]1[n:7][c:8]([CH2:32][CH2:33][CH2:34][CH3:35])[n:9]([CH:12]2[CH2:13][CH2:14][c:15]3[cH:16][c:17](-[c:21]4[c:22](-[c:27]5[n:28][n:29][n:30][nH:31]5)[cH:23][cH:24][cH:25][cH:26]4)[cH:18][cH:19][c:20]32)[c:10]1[Cl:11].[CH3:38][CH2:39][OH:40].[Na+:37].[OH-:36]>>[O:3]=[C:4]([OH:5])[c:6]1[n:7][c:8]([CH2:32][CH2:33][CH2:34][CH3:35])[n:9]([CH:12]2[CH2:13][CH2:14][c:15]3[cH:16][c:17](-[c:21]4[c:22](-[c:27]5[n:28][n:29][n:30][nH:31]5)[cH:23][cH:24][cH:25][cH:26]4)[cH:18][cH:19][c:20]32)[c:10]1[Cl:11].